Dataset: the Open Reaction Database (ORD), a public repository of structured organic reaction records. Task: describe an organic reaction: reactants, conditions, products, and yield The reactants are [N+](=O)([O-])C1=C(OC2=CC=C(OCCCCCCCC)C=C2)C=CC(=C1)[N+](=O)[O-] (1-[4-(2,4-dinitrophenoxy)phenoxy]octane), ( l ), [H][H] (hydrogen). Reagents/catalysts: [Pd] (Pd/C). Run in C(C)O (ethanol). Product: NC1=C(OC2=CC=C(OCCCCCCCC)C=C2)C=CC(=C1)N (1-[4-(2,4-diaminophenoxy)phenoxy]octane). The yield is 85.0%. Reaction SMILES: [N+:1]([C:4]1[CH:25]=[C:24]([N+:26]([O-])=O)[CH:23]=[CH:22][C:5]=1[O:6][C:7]1[CH:21]=[CH:20][C:10]([O:11][CH2:12][CH2:13][CH2:14][CH2:15][CH2:16][CH2:17][CH2:18][CH3:19])=[CH:9][CH:8]=1)([O-])=O.[H][H]>[Pd].C(O)C>[NH2:1][C:4]1[CH:25]=[C:24]([NH2:26])[CH:23]=[CH:22][C:5]=1[O:6][C:7]1[CH:21]=[CH:20][C:10]([O:11][CH2:12][CH2:13][CH2:14][CH2:15][CH2:16][CH2:17][CH2:18][CH3:19])=[CH:9][CH:8]=1. Reported procedure: The resultant 1-[4-(2,4-dinitrophenoxy)phenoxy]octane (31.08 g, 0.080 mol) and ethanol (700 ml) and 10% Pd/C (1.50 g) were introduced into a 2-liter (l) reaction bottle. After hydrogen passed through the reaction under normal pressure for 4 hours, the reaction mixture was filtered and concentrated to obtain a crude product. The crude product was recrystallized by ethanol to obtain 1-[4-(2,4-diaminophenoxy)phenoxy]octane (22.33 g, 0.068 mol). Yield: 85%. Spectrum: IR (KBr) 3420, 3352, 2924, 2856,... Solvent: C(C)(=O)OCC (ethyl acetate), O (water). The yield is 34.9%. RXN SMILES: [NH2:1][C:2]1[S:3][C:4]([C:14]([NH2:16])=[O:15])=[C:5]([C:7]2[CH:12]=[CH:11][C:10]([Cl:13])=[CH:9][CH:8]=2)[N:6]=1.[CH3:17][O:18][CH:19]([O:30][CH3:31])[C:20]1[CH:25]=[CH:24][C:23]([N+:26]([O-:28])=[O:27])=[C:22](F)[CH:21]=1.C(=O)([O-])[O-].[Cs+].[Cs+].CN(C)C=O>C(OCC)(=O)C.O>[Cl:13][C:10]1[CH:9]=[CH:8][C:7]([C:5]2[N:6]=[C:2]([NH:1][C:22]3[CH:21]=[C:20]([CH:19]([O:30][CH3:31])[O:18][CH3:17])[CH:25]=[CH:24][C:23]=3[N+:26]([O-:28])=[O:27])[S:3][C:4]=2[C:14]([NH2:16])=[O:15])=[CH:12][CH:11]=1 |f:2.3.4|. Reactants: NC=1SC(=C(N1)C1=CC=C(C=C1)Cl)C(=O)N (2-Amino-4-(4-chloro-phenyl)-thiazole-5-carboxylic acid amide), COC(C1=CC(=C(C=C1)[N+](=O)[O-])F)OC (4-dimethoxymethyl-2-fluoro-1-nitrobenzene), C([O-])([O-])=O.[Cs+].[Cs+] (cesium carbonate), CN(C=O)C (dimethylformamide). Procedure details: A mixture of 0.89 g (3.51 mmole) of 2-amino-4-(4-chloro-phenyl)-thiazole-5-carboxylic acid amide (V.18), 0.91 g (4.21 mmole) of 4-dimethoxymethyl-2-fluoro-1-nitrobenzene, 5.70 g (17.55 mmole) of cesium carbonate (5.70 g, 17.55 mmole) and 10 mL of dimethylformamide was heated at 70 degrees for 2 days. The reaction mixture was diluted with ethyl acetate and water. The precipitate was collected by filtration, washed with water and dried under vacuum to give 0.55 g of 4-(4-chloro-phenyl)-2-(5-dimeth... Yields the product ClC1=CC=C(C=C1)C=1N=C(SC1C(=O)N)NC1=C(C=CC(=C1)C(OC)OC)[N+](=O)[O-] (4-(4-chloro-phenyl)-2-(5-dimethoxymethyl-2-nitro-phenylamino)-thiazole-5-carboxylic acid amide). Reactants: CC1=NN(C=N1)C2=C(C=C(C=C2)N)OC, CN1C[C@H](OC2=C(C1)C=CC(=N2)Cl)C3=CC=CC=C3. Reagents/catalysts: C(=O)([O-])[O-].[Cs+].[Cs+], C1CCC(CC1)P(C2CCCCC2)C3=CC=CC=C3C4=CC=CC=C4, CC(=O)O.CC(=O)O.[Pd]. Solvent: CCO. Run at temperature 100 celsius. The product is CC1=NN(C=N1)C2=C(C=C(C=C2)NC3=NC4=C(CN(C[C@H](O4)C5=CC=CC=C5)C)C=C3)OC. Isolated yield 19.0%. Reported procedure: (R)-8-chloro-4-methyl-2-phenyl-2,3,4,5-tetrahydropyrido[3,2-f][1,4]oxazepine (180 mg, 0,66 mmol), 3-methoxy-4-(3-methyl-1H-1,2,4-triazol-1-yl)aniline (134 mg, 0,66 mmol), Palladium acetate (14,71 mg, 0,07 mmol), 2-(Dicyclohexylphosphino)biphenyl (22,96 mg, 0,07 mmol) and Cesium carbonate (640 mg, 1,97 mmol) were mixed in DME (3 mL) in a microwave vial. EtOH (0,3 mL) was added and the mixture was run for 1 hour at 100°C in a microwave reactor. the reaction had to be run for an additional 2 hours ... Starting materials: C(#N)C=1C=C2C=C(N(C2=CC1)CC1=CC(=CC=C1)OC(F)(F)F)C(=O)O (5-cyano-1-(3-trifluoromethoxybenzyl)-1H-indole-2-carboxylic acid), N[C@@H](CCSC)CO (L-(−)-methioninol). Yields the product OCC(CCSC)NC(=O)C=1N(C2=CC=C(C=C2C1)C#N)CC1=CC(=CC=C1)OC(F)(F)F (5-Cyano-1-(3-trifluoromethoxybenzyl)-1H-indole-2-carboxylic acid (1-hydroxymethyl-3-methylsulfanylpropyl)amide). As a reaction SMILES: [C:1]([C:3]1[CH:4]=[C:5]2[C:9](=[CH:10][CH:11]=1)[N:8]([CH2:12][C:13]1[CH:18]=[CH:17][CH:16]=[C:15]([O:19][C:20]([F:23])([F:22])[F:21])[CH:14]=1)[C:7]([C:24]([OH:26])=O)=[CH:6]2)#[N:2].[NH2:27][C@H:28]([CH2:33][OH:34])[CH2:29][CH2:30][S:31][CH3:32]>>[OH:34][CH2:33][CH:28]([NH:27][C:24]([C:7]1[N:8]([CH2:12][C:13]2[CH:18]=[CH:17][CH:16]=[C:15]([O:19][C:20]([F:21])([F:23])[F:22])[CH:14]=2)[C:9]2[C:5]([CH:6]=1)=[CH:4][C:3]([C:1]#[N:2])=[CH:11][CH:10]=2)=[O:26])[CH2:29][CH2:30][S:31][CH3:32]. Procedure: The title compound was prepared using 5-cyano-1-(3-trifluoromethoxybenzyl)-1H-indole-2-carboxylic acid [prepared from 3-(trifluoromethoxy)benzyl bromide and ethyl 5-cyanoindole-2-carboxylate] and L-(−)-methioninol in a manner similar to that described in Example 11. Starting materials: COC1=CC2=C(CCCC(N2)=O)C=C1 (8-methoxy-2,3,4,5-tetrahydro-1H-1-benzazepine-2-one), C1CC(=O)N(C1=O)Br (NBS). Run in C(Cl)(Cl)(Cl)Cl (carbon tetrachloride), C(Cl)Cl (DCM). Product: BrC=1C(=CC2=C(CCCC(N2)=O)C1)OC (7-Bromo-8-methoxy-2,3,4,5-tetrahydro-1H-1-benzazepine-2-one), product. Yield: 100.0%. RXN SMILES: [CH3:1][O:2][C:3]1[CH:14]=[CH:13][C:6]2[CH2:7][CH2:8][CH2:9][C:10](=[O:12])[NH:11][C:5]=2[CH:4]=1.C1C(=O)N([Br:22])C(=O)C1>C(Cl)(Cl)(Cl)Cl.C(Cl)Cl>[Br:22][C:14]1[C:3]([O:2][CH3:1])=[CH:4][C:5]2[NH:11][C:10](=[O:12])[CH2:9][CH2:8][CH2:7][C:6]=2[CH:13]=1. Procedure details: A suspension of 8-methoxy-2,3,4,5-tetrahydro-1H-1-benzazepine-2-one (100 mg, 0.52 mmol), NBS (103 mg, 0.57 mmol) and BPO (ca. 5 mg) in carbon tetrachloride (1.5 mL) was heated at reflux for 3 hrs. The reaction mixture was allowed to cool to room temperature, diluted with DCM (20 mL), washed with water and dried over Na2SO4. Filtration and evaporation of the organic layer provided a solid residue, which was washed with n-hexane and dried in high vacuum. The title compound was obtained as a white ... The reactants are OCc1ccc2c(c1)OCO2, CC(C)CCCCCCC(=O)O, CCCCCC, O. The product is CC(C)CCCCCCC(=O)OCc1ccc2c(c1)OCO2. As a reaction SMILES: [CH2:1]([c:2]1[cH:3][c:4]2[c:8]([cH:9][cH:10]1)[O:7][CH2:6][O:5]2)[OH:11].[CH3:12][CH:13]([CH2:14][CH2:15][CH2:16][CH2:17][CH2:18][CH2:19][C:20](=[O:21])[OH:22])[CH3:23].[CH3:25][CH2:26][CH2:27][CH2:28][CH2:29][CH3:30].[OH2:24]>>[CH2:1]([c:2]1[cH:3][c:4]2[c:8]([cH:9][cH:10]1)[O:7][CH2:6][O:5]2)[O:11][C:20]([CH2:19][CH2:18][CH2:17][CH2:16][CH2:15][CH2:14][CH:13]([CH3:12])[CH3:23])=[O:21]. Reactants: [Br-], CC[Si](CC)(CC)OC(c1ccc2c(c1)cc(C=O)n2Cc1ccccc1)(C(F)(F)F)C(F)(F)F, C1CCOC1, C[Mg+], CCOCC, [Cl-], [NH4+]. The product is CC[Si](CC)(CC)OC(c1ccc2c(c1)cc(C(C)O)n2Cc1ccccc1)(C(F)(F)F)C(F)(F)F. RXN SMILES: [Br-:36].[CH2:1]([c:2]1[cH:3][cH:4][cH:5][cH:6][cH:7]1)[n:8]1[c:9]([CH:34]=[O:35])[cH:10][c:11]2[cH:12][c:13]([C:17]([C:18]([F:19])([F:20])[F:21])([C:22]([F:23])([F:24])[F:25])[O:26][Si:27]([CH2:28][CH3:29])([CH2:30][CH3:31])[CH2:32][CH3:33])[cH:14][cH:15][c:16]12.[CH2:46]1[O:47][CH2:48][CH2:49][CH2:50]1.[CH3:37][Mg+:38].[CH3:41][CH2:42][O:43][CH2:44][CH3:45].[Cl-:39].[NH4+:40]>>[CH2:1]([c:2]1[cH:3][cH:4][cH:5][cH:6][cH:7]1)[n:8]1[c:9]([CH:34]([OH:35])[CH3:41])[cH:10][c:11]2[cH:12][c:13]([C:17]([C:18]([F:19])([F:20])[F:21])([C:22]([F:23])([F:24])[F:25])[O:26][Si:27]([CH2:28][CH3:29])([CH2:30][CH3:31])[CH2:32][CH3:33])[cH:14][cH:15][c:16]12. The reactants are ClC=1C=C(C=CC1)C1=NOC(=C1COC1=NC=C(C(=O)O)C=C1)C (6-[3-(3-chloro-phenyl)-5-methyl-isoxazol-4-ylmethoxy]-nicotinic acid), F[B-](F)(F)F.N1(N=NC2=C1C=CC=C2)OC(=[N+](C)C)N(C)C (2-(1H-benzotriazole-1-yl)-1,1,3,3-tetramethyluronium tetrafluoroborate), C(C)(C)N(C(C)C)CC (N,N-diisopropyl ethyl amine), FC(CN)(F)F (2,2,2-trifluoroethylamine). Solvent: CN(C)C=O (DMF). Run at time 1 hour. The product is ClC=1C=C(C=CC1)C1=NOC(=C1COC1=NC=C(C(=O)NCC(F)(F)F)C=C1)C (6-[3-(3-Chloro-phenyl)-5-methyl-isoxazol-4-ylmethoxy]-N-(2,2,2-trifluoro-ethyl)-nicotinamide). Yield: 35.2%. RXN SMILES: [Cl:1][C:2]1[CH:3]=[C:4]([C:8]2[C:12]([CH2:13][O:14][C:15]3[CH:23]=[CH:22][C:18]([C:19]([OH:21])=O)=[CH:17][N:16]=3)=[C:11]([CH3:24])[O:10][N:9]=2)[CH:5]=[CH:6][CH:7]=1.F[B-](F)(F)F.N1(OC(N(C)C)=[N+](C)C)C2C=CC=CC=2N=N1.C(N(CC)C(C)C)(C)C.[F:56][C:57]([F:61])([F:60])[CH2:58][NH2:59]>CN(C=O)C>[Cl:1][C:2]1[CH:3]=[C:4]([C:8]2[C:12]([CH2:13][O:14][C:15]3[CH:23]=[CH:22][C:18]([C:19]([NH:59][CH2:58][C:57]([F:61])([F:60])[F:56])=[O:21])=[CH:17][N:16]=3)=[C:11]([CH3:24])[O:10][N:9]=2)[CH:5]=[CH:6][CH:7]=1 |f:1.2|. Reported procedure: To a solution of 6-[3-(3-chloro-phenyl)-5-methyl-isoxazol-4-ylmethoxy]-nicotinic acid (69 mg, 0.2 mmol) in DMF (300 μL) were added 2-(1H-benzotriazole-1-yl)-1,1,3,3-tetramethyluronium tetrafluoroborate (71 mg, 0.22 mmol), N,N-diisopropyl ethyl amine (171 μL, 1.0 mmol) and 2,2,2-trifluoroethylamine (17.3 μL, 0.22 mmol). The resulting reaction mixture was stirred for 1 h at room temperature. Concentration and purification by chromatography (SiO2, heptane:ethyl acetate=100:0 to 1:1) afforded the ti... Reactants: CN1CCCC1=O, COc1ccc(F)cc1C(=O)c1cnc(S(C)=O)nc1N, NC1CCOCC1, O. The product is COc1ccc(F)cc1C(=O)c1cnc(NC2CCOCC2)nc1N. Reaction SMILES: [CH3:30][N:31]1[CH2:32][CH2:33][CH2:34][C:35]1=[O:36].[NH2:1][c:2]1[n:3][c:4]([S:19]([CH3:20])=[O:21])[n:5][cH:6][c:7]1[C:8](=[O:9])[c:10]1[c:11]([O:17][CH3:18])[cH:12][cH:13][c:14]([F:16])[cH:15]1.[O:22]1[CH2:23][CH2:24][CH:25]([NH2:28])[CH2:26][CH2:27]1.[OH2:29]>>[NH2:1][c:2]1[n:3][c:4]([NH:28][CH:25]2[CH2:24][CH2:23][O:22][CH2:27][CH2:26]2)[n:5][cH:6][c:7]1[C:8](=[O:9])[c:10]1[c:11]([O:17][CH3:18])[cH:12][cH:13][c:14]([F:16])[cH:15]1. Procedure details: Following the procedure of Example II, the compound is prepared from 3.17 g of oxalyl chloride, 6.25 g of 3,5-di-tert-butyl-4-hydroxybenzoic acid, 2.53 g of N,N-diethylhydroxylamine, and 2.53 g of triethylamine. The residue is recrystallized from petroleum ether to give 3.47 g of a white solid: mp 129°-137° C. The reactants are C(C(=O)Cl)(=O)Cl (oxalyl chloride), C(C)(C)(C)C=1C=C(C(=O)O)C=C(C1O)C(C)(C)C (3,5-di-tert-butyl-4-hydroxybenzoic acid), C(C)N(O)CC (N,N-diethylhydroxylamine). RXN SMILES: C(Cl)(=O)C(Cl)=O.[C:7]([C:11]1[CH:12]=[C:13]([CH:17]=[C:18]([C:21]([CH3:24])([CH3:23])[CH3:22])[C:19]=1[OH:20])[C:14](O)=[O:15])([CH3:10])([CH3:9])[CH3:8].[CH2:25]([N:27]([CH2:29][CH3:30])O)[CH3:26]>C(N(CC)CC)C>[C:21]([C:18]1[CH:17]=[C:13]([CH:12]=[C:11]([C:7]([CH3:9])([CH3:8])[CH3:10])[C:19]=1[OH:20])[CH2:14][O:15][N:27]([CH2:29][CH3:30])[CH2:25][CH3:26])([CH3:22])([CH3:23])[CH3:24]. Run in C(C)N(CC)CC (triethylamine). Product: C(C)(C)(C)C=1C=C(CON(CC)CC)C=C(C1O)C(C)(C)C (O-(3,5-Di-tert.butyl-4-hydroxybenzyl)-N,N-diethylhydroxylamine). Isolated yield 45.2%.